Dataset: the Open Reaction Database (ORD), a public repository of structured organic reaction records. Task: describe an organic reaction: reactants, conditions, products, and yield The reactants are O=C([O-])[O-], CCC(C)=O, ClCc1ccccc1, ClCCl, [K+], [K+], Cc1cc(CCO)ccc1O. Yields the product Cc1cc(CCO)ccc1OCc1ccccc1. As a reaction SMILES: [C:20](=[O:21])([O-:22])[O-:23].[CH2:26]([C:27]([CH3:28])=[O:29])[CH3:30].[Cl:12][CH2:13][c:14]1[cH:15][cH:16][cH:17][cH:18][cH:19]1.[Cl:31][CH2:32][Cl:33].[K+:24].[K+:25].[OH:1][c:2]1[c:3]([CH3:11])[cH:4][c:5]([CH2:8][CH2:9][OH:10])[cH:6][cH:7]1>>[O:1]([c:2]1[c:3]([CH3:11])[cH:4][c:5]([CH2:8][CH2:9][OH:10])[cH:6][cH:7]1)[CH2:13][c:14]1[cH:15][cH:16][cH:17][cH:18][cH:19]1. The reactants are Cc1cn(C2CC(N=[N+]=[N-])C(CO)O2)c(=O)[nH]c1=O, ClC(Cl)Cl. Yields the product Cc1cn(C2CC(N=[N+]=[N-])C(CO)O2)c(=O)n(C)c1=O. Reaction SMILES: [CH3:1][c:2]1[cH:3][n:4]([CH:5]2[CH2:6][CH:7]([N:8]=[N+:9]=[N-:10])[CH:11]([CH2:12][OH:13])[O:14]2)[c:15](=[O:16])[nH:17][c:18]1=[O:19].[Cl:20][CH:21]([Cl:22])[Cl:23]>>[CH3:1][c:2]1[cH:3][n:4]([CH:5]2[CH2:6][CH:7]([N:8]=[N+:9]=[N-:10])[CH:11]([CH2:12][OH:13])[O:14]2)[c:15](=[O:16])[n:17]([CH3:21])[c:18]1=[O:19]. Reactants: NC1=C2C=3C(=NN(C3C=C1)CCN(CC)CC)C1=C(S2)C(=CC=C1OC)OC (5-amino-N,N-diethyl-7,10-dimethoxy-2H[1]benzothiopyrano[4,3,2-cd]indazole-2-ethanamine), ClCCN1C(OCC1)=O (3-(β-chloroethyl)-2-oxazolidinone). Yields the product C(C)N(CCN1N=C2C=3C(=C(C=CC13)NCCN1C(OCC1)=O)SC1=C2C(=CC=C1OC)OC)CC (3-[2-[[2-[2-(Diethylamino)ethyl]-7,10-dimethoxy-2H-[1]benzothiopyrano[4,3,2-cd]indazol-5-yl]amino]-ethyl]-2-oxazolidinone). Yield: 56.9%. RXN SMILES: [NH2:1][C:2]1[CH:10]=[CH:9][C:8]2[N:7]([CH2:11][CH2:12][N:13]([CH2:16][CH3:17])[CH2:14][CH3:15])[N:6]=[C:5]3[C:18]4[C:24]([O:25][CH3:26])=[CH:23][CH:22]=[C:21]([O:27][CH3:28])[C:19]=4[S:20][C:3]=1[C:4]=23.Cl[CH2:30][CH2:31][N:32]1[CH2:36][CH2:35][O:34][C:33]1=[O:37]>>[CH2:14]([N:13]([CH2:16][CH3:17])[CH2:12][CH2:11][N:7]1[C:8]2[CH:9]=[CH:10][C:2]([NH:1][CH2:30][CH2:31][N:32]3[CH2:36][CH2:35][O:34][C:33]3=[O:37])=[C:3]3[S:20][C:19]4[C:21]([O:27][CH3:28])=[CH:22][CH:23]=[C:24]([O:25][CH3:26])[C:18]=4[C:5]([C:4]=23)=[N:6]1)[CH3:15]. Procedure: A mixture of 2.2 g (0.0055 mol) of 5-amino-N,N-diethyl-7,10-dimethoxy-2H[1]benzothiopyrano[4,3,2-cd]indazole-2-ethanamine and 1.6 g (0.011 mole) of 3-(β-chloroethyl)-2-oxazolidinone was treated in the manner described in Example 42 to furnish 1.6 g of the title compound, mp greater than 250° C. dec.